This data is from the Open Reaction Database (ORD), a public repository of structured organic reaction records. The task is: describe an organic reaction: reactants, conditions, products, and yield Starting materials: CC(C)(C)OC(=O)N1CC(c2ccc3c(c2)OCCc2cn(-c4ncnn4-c4ccc(F)cc4F)nc2-3)C1, Cl, C1COCCO1. Product: Cl, Fc1ccc(-n2ncnc2-n2cc3c(n2)-c2ccc(C4CNC4)cc2OCC3)c(F)c1. As a reaction SMILES: [C:1]([O:2][C:3](=[O:4])[N:8]1[CH2:9][CH:10]([c:12]2[cH:13][c:14]3[c:15]([cH:37][cH:38]2)-[c:16]2[n:17][n:18](-[c:24]4[n:25](-[c:29]5[c:30]([F:36])[cH:31][c:32]([F:35])[cH:33][cH:34]5)[n:26][cH:27][n:28]4)[cH:19][c:20]2[CH2:21][CH2:22][O:23]3)[CH2:11]1)([CH3:5])([CH3:6])[CH3:7].[ClH:39].[O:40]1[CH2:41][CH2:42][O:43][CH2:44][CH2:45]1>>[ClH:39].[NH:8]1[CH2:9][CH:10]([c:12]2[cH:13][c:14]3[c:15]([cH:37][cH:38]2)-[c:16]2[n:17][n:18](-[c:24]4[n:25](-[c:29]5[c:30]([F:36])[cH:31][c:32]([F:35])[cH:33][cH:34]5)[n:26][cH:27][n:28]4)[cH:19][c:20]2[CH2:21][CH2:22][O:23]3)[CH2:11]1. Starting materials: C(C1=CC=CC=C1)[C@H]1CN(CCN1)C1=CC(=C(C=C1)OC)OC1CCCC1 ((S)-3-Benzyl-1-(3-cyclopentyloxy-4-methoxy-phenyl)-piperazine), C=O (formaldehyde), C(C)(=O)O[BH-](OC(C)=O)OC(C)=O.[Na+] (sodium triacetoxyborohydride). Solvent: C(Cl)Cl (CH2Cl2). Reaction conditions: time 3 hour. Product: C(C1=CC=CC=C1)[C@@H]1N(CCN(C1)C1=CC(=C(C=C1)OC)OC1CCCC1)C ((S)-2-Benzyl-4-(3-cyclopentyloxy-4-methoxy-phenyl)-1-methyl-piperazine). Yield: 90.7%. As a reaction SMILES: [CH2:1]([C@@H:8]1[NH:13][CH2:12][CH2:11][N:10]([C:14]2[CH:19]=[CH:18][C:17]([O:20][CH3:21])=[C:16]([O:22][CH:23]3[CH2:27][CH2:26][CH2:25][CH2:24]3)[CH:15]=2)[CH2:9]1)[C:2]1[CH:7]=[CH:6][CH:5]=[CH:4][CH:3]=1.C=O.[C:30](O[BH-](OC(=O)C)OC(=O)C)(=O)C.[Na+]>C(Cl)Cl>[CH2:1]([C@H:8]1[CH2:9][N:10]([C:14]2[CH:19]=[CH:18][C:17]([O:20][CH3:21])=[C:16]([O:22][CH:23]3[CH2:27][CH2:26][CH2:25][CH2:24]3)[CH:15]=2)[CH2:11][CH2:12][N:13]1[CH3:30])[C:2]1[CH:3]=[CH:4][CH:5]=[CH:6][CH:7]=1 |f:2.3|. Procedure: A solution of (S)-3-Benzyl-1-(3-cyclopentyloxy-4-methoxy-phenyl)-piperazine (Example 2) (73 mg, 0.2 mmol) in CH2Cl2 (5 mL) was treated with a 37% aqueous formaldehyde solution (16.4 uL, 0.22 mmol) and stirred for 5 min after which time solid sodium triacetoxyborohydride (64 mg, 0.3 mmol) was added. The suspension was then stirred for 3 hr then quenched with a saturated aqueous NaHCO3 solution (2 mL). The organic component was separated, dried over MgSO4, filtered, and evaporated to an oil which ... Reactants: Cc1ccccc1, C[Si](C)(C)CCOCn1nc2c(nc(-c3c(F)cccc3F)c3cc(C=O)ccc32)c1NC1CCN(S(N)(=O)=O)CC1, N, O=S(=O)(O)O. The product is NS(=O)(=O)N1CCC(Nc2n[nH]c3c2nc(-c2c(F)cccc2F)c2cc(C=O)ccc23)CC1. Reaction SMILES: [CH3:49][c:50]1[cH:51][cH:52][cH:53][cH:54][cH:55]1.[F:1][c:2]1[c:3](-[c:9]2[n:10][c:11]3[c:12]([c:13]4[cH:14][cH:15][c:16]([CH:19]=[O:20])[cH:17][c:18]24)[n:21][n:22]([CH2:35][O:36][CH2:37][CH2:38][Si:39]([CH3:40])([CH3:41])[CH3:42])[c:23]3[NH:24][CH:25]2[CH2:26][CH2:27][N:28]([S:31](=[O:32])(=[O:33])[NH2:34])[CH2:29][CH2:30]2)[c:4]([F:8])[cH:5][cH:6][cH:7]1.[NH3:48].[S:43](=[O:44])(=[O:45])([OH:46])[OH:47]>>[F:1][c:2]1[c:3](-[c:9]2[n:10][c:11]3[c:12]([c:13]4[cH:14][cH:15][c:16]([CH:19]=[O:20])[cH:17][c:18]24)[nH:21][n:22][c:23]3[NH:24][CH:25]2[CH2:26][CH2:27][N:28]([S:31](=[O:32])(=[O:33])[NH2:34])[CH2:29][CH2:30]2)[c:4]([F:8])[cH:5][cH:6][cH:7]1.